This data is from the Open Reaction Database (ORD), a public repository of structured organic reaction records. The task is: describe an organic reaction: reactants, conditions, products, and yield The reactants are CN(C)C=O, Nc1nc(Cl)ccc1[N+](=O)[O-], O, c1c[nH]cn1. Yields the product Nc1nc(-c2ncc[nH]2)ccc1[N+](=O)[O-]. Reaction SMILES: [CH3:18][N:19]([CH3:20])[CH:21]=[O:22].[NH2:1][c:2]1[n:3][c:4]([Cl:11])[cH:5][cH:6][c:7]1[N+:8](=[O:9])[O-:10].[OH2:17].[nH:12]1[cH:13][n:14][cH:15][cH:16]1>>[NH2:1][c:2]1[n:3][c:4](-[c:13]2[nH:12][cH:16][cH:15][n:14]2)[cH:5][cH:6][c:7]1[N+:8](=[O:9])[O-:10]. The reactants are CC(=O)C.OS(=O)(=O)O.O=[Cr](=O)=O (Jones' reagent), OCCCCCCCC1C(CCC1C=CC(CCCCC)=O)O (2-(7-hydroxyheptyl)-3-(3-oxo-1-octenyl)cyclopentanol). The reagents and catalysts are reagent, [Cr] (chromium). Run in CC(=O)C (acetone), O (water). Reaction conditions: time 1 hour. Yields the product O=C1C(C(CC1)C=CC(CCCCC)=O)CCCCCCC(=O)O (7-[2-oxo-5-(3-oxo-1-octeny)cyclopentyl]heptanoic acid). Isolated yield 26.0%. As a reaction SMILES: CC(C)=[O:3].OS(O)(=O)=O.O=[Cr](=O)=O.[OH:14][CH2:15][CH2:16][CH2:17][CH2:18][CH2:19][CH2:20][CH2:21][CH:22]1[CH:26]([CH:27]=[CH:28][C:29](=[O:35])[CH2:30][CH2:31][CH2:32][CH2:33][CH3:34])[CH2:25][CH2:24][CH:23]1[OH:36]>CC(C)=O.O.[Cr]>[O:36]=[C:23]1[CH2:24][CH2:25][CH:26]([CH:27]=[CH:28][C:29](=[O:35])[CH2:30][CH2:31][CH2:32][CH2:33][CH3:34])[CH:22]1[CH2:21][CH2:20][CH2:19][CH2:18][CH2:17][CH2:16][C:15]([OH:3])=[O:14] |f:0.1.2|. Procedure details: 8N Jones' reagent (3.24 ml.; J. Chem. Soc., 1953, 461) was added to a stirred solution of 2-(7-hydroxyheptyl)-3-(3-oxo-1-octenyl)cyclopentanol (1.4 g., 0.0043 mole) in acetone (10 ml.) at 15°-25°C., at a rate such that the deep red coloration caused by the addition of one drop of reagent had changed to green before addition of the next drop. The reaction mixture was diluted with sufficient water to dissolve the precipitated chromium salts, and was then extracted three times with diethyl ether. T... Starting materials: C(O)CN (ethanolamine), ClC(=O)OCC(C)C (isobutyl chloroformate). The solvent is C(Cl)Cl (methylene chloride). Conditions: time 4 hour. Yields the product OCCNC(OCC(C)C)=O (isobutyl 2-hydroxyethylcarbamate). RXN SMILES: [CH2:1]([CH2:3][NH2:4])[OH:2].Cl[C:6]([O:8][CH2:9][CH:10]([CH3:12])[CH3:11])=[O:7]>C(Cl)Cl>[OH:2][CH2:1][CH2:3][NH:4][C:6](=[O:7])[O:8][CH2:9][CH:10]([CH3:12])[CH3:11]. Procedure: 42.8 g of ethanolamine are placed in 350 ml of methylene chloride. 47.8 g of isobutyl chloroformate are then added dropwise during 1 hour at 5°-15° C. while cooling with ice. After stirring at room temperature for a further 4 hours, the methylene chloride is removed by evaporation and the residue is distilled. There is obtained pure isobutyl 2-hydroxyethylcarbamate; b.p. 111°-113° C./0.07 Torr. Reactants: ClC=1C=C(COC2=CC=C3C=C(C=NC3=C2)C(=O)O)C=CC1 (7-((3-chlorobenzyl)oxy)quinoline-3-carboxylic acid), C(C(=O)Cl)(=O)Cl (oxalyl chloride), CN (methylamine). The reagents and catalysts are CN(C)C=O (DMF). Run in C(Cl)Cl (DCM). Run at time 30 minute. Yields the product ClC=1C=C(COC2=CC=C3C=C(C=NC3=C2)C(=O)NC)C=CC1 (7-((3-Chlorobenzyl)oxy)-N-methylquinoline-3-carboxamide). Yield: 36.3%. RXN SMILES: [Cl:1][C:2]1[CH:3]=[C:4]([CH:20]=[CH:21][CH:22]=1)[CH2:5][O:6][C:7]1[CH:16]=[C:15]2[C:10]([CH:11]=[C:12]([C:17](O)=[O:18])[CH:13]=[N:14]2)=[CH:9][CH:8]=1.C(Cl)(=O)C(Cl)=O.[CH3:29][NH2:30]>C(Cl)Cl.CN(C=O)C>[Cl:1][C:2]1[CH:3]=[C:4]([CH:20]=[CH:21][CH:22]=1)[CH2:5][O:6][C:7]1[CH:16]=[C:15]2[C:10]([CH:11]=[C:12]([C:17]([NH:30][CH3:29])=[O:18])[CH:13]=[N:14]2)=[CH:9][CH:8]=1. Reported procedure: To a solution of 7-((3-chlorobenzyl)oxy)quinoline-3-carboxylic acid (50 mg, 0.16 mmol) in DCM (1.5 mL) was added oxalyl chloride (0.042 mL, 0.48 mmol) followed by 1 drop of DMF. After 30 minutes, methylamine (2M in THF, 1 mL, 2 mmol) was added to the reaction. The reaction was stirred for 14 h. The crude reaction was loaded directly onto a column and purification (FCC, SiO2, 0-10%, MeOH/DCM) afforded the title compound as a white solid (19 mg, 37%). 1H NMR (400 MHz, CDCl3) δ 9.17 (d, J=2.3 Hz, 1... Reactants: ClC1=NC(=CC2=CC(=C(C=C12)OC)OC)NC1=NNC(=C1)C ((1-chloro-6,7-dimethoxy-isoquinolin-3-yl)-(5-methyl-1H-pyrazol-3-yl)-amine). Solvent: CC(C)O (propan-2-ol). The product is C(C)(C)OC1=NC(=CC2=CC(=C(C=C12)OC)OC)NC1=NNC(=C1)C ((1-isopropoxy-6,7-dimethoxy-isoquinolin-3-yl)-(5-methyl-1H-pyrazol-3-yl)-amine). RXN SMILES: Cl[C:2]1[C:11]2[C:6](=[CH:7][C:8]([O:14][CH3:15])=[C:9]([O:12][CH3:13])[CH:10]=2)[CH:5]=[C:4]([NH:16][C:17]2[CH:21]=[C:20]([CH3:22])[NH:19][N:18]=2)[N:3]=1>CC(O)C>[CH:9]([O:12][C:2]1[C:11]2[C:6](=[CH:7][C:8]([O:14][CH3:15])=[C:9]([O:12][CH3:13])[CH:10]=2)[CH:5]=[C:4]([NH:16][C:17]2[CH:21]=[C:20]([CH3:22])[NH:19][N:18]=2)[N:3]=1)([CH3:10])[CH3:8]. Procedure: Similar procedure as described in example 10 was used, starting from propan-2-ol and (1-chloro-6,7-dimethoxy-isoquinolin-3-yl)-(5-methyl-1H-pyrazol-3-yl)-amine to give (1-isopropoxy-6,7-dimethoxy-isoquinolin-3-yl)-(5-methyl-1H-pyrazol-3-yl)-amine. LC-MS m/e 343(MH+). Reactants: C#CCCCCO, C=CCCCOC(=O)NC(C(=O)O)C(C)(C)C. Yields the product C#CCCCCOC(=O)NC(C(=O)O)C(C)(C)C. As a reaction SMILES: [CH2:18]([OH:19])[CH2:20][CH2:21][CH2:22][C:23]#[CH:24].[CH3:1][C:2]([CH:3]([NH:4][C:5](=[O:6])[O:7][CH2:8][CH2:9][CH2:10][CH:11]=[CH2:12])[C:13](=[O:14])[OH:15])([CH3:16])[CH3:17]>>[CH3:1][C:2]([CH:3]([NH:4][C:5](=[O:6])[O:7][CH2:8][CH2:9][CH2:10][CH2:11][C:12]#[CH:18])[C:13](=[O:14])[OH:15])([CH3:16])[CH3:17].